This data is from the Open Reaction Database (ORD), a public repository of structured organic reaction records. The task is: describe an organic reaction: reactants, conditions, products, and yield The reactants are O=C([O-])[O-], C1CCOC1, CCOC(C)=O, COc1cc2ncnc(Cl)c2cc1OC, ClCCl, [Cs+], [Cs+], Nc1cccc(O)c1F, CN(C)C=O. Yields the product COc1cc2ncnc(Oc3cccc(N)c3F)c2cc1OC. As a reaction SMILES: [C:1](=[O:2])([O-:3])[O-:4].[CH2:7]1[O:8][CH2:9][CH2:10][CH2:11]1.[CH3:44][CH2:45][O:46][C:47](=[O:48])[CH3:49].[Cl:26][c:27]1[n:28][cH:29][n:30][c:31]2[cH:32][c:33]([O:39][CH3:40])[c:34]([O:37][CH3:38])[cH:35][c:36]12.[Cl:41][CH2:42][Cl:43].[Cs+:5].[Cs+:6].[NH2:17][c:18]1[c:19]([F:25])[c:20]([OH:24])[cH:21][cH:22][cH:23]1.[O:12]=[CH:13][N:14]([CH3:15])[CH3:16]>>[NH2:17][c:18]1[c:19]([F:25])[c:20]([O:24][c:27]2[n:28][cH:29][n:30][c:31]3[cH:32][c:33]([O:39][CH3:40])[c:34]([O:37][CH3:38])[cH:35][c:36]23)[cH:21][cH:22][cH:23]1. The reactants are ClC1=C(N)C=CC=C1 (o-chloroaniline), C(C)(=O)N1C(NCC1)=O (1-acetylimidazolidin-2-one). Solvent: O=P(Cl)(Cl)Cl (POCl3). Product: acetyl, ClC1=C(C=CC=C1)NC=1NCCN1 (2-(2'-chlorophenylamino)-2-imidazoline). As a reaction SMILES: [Cl:1][C:2]1[CH:8]=[CH:7][CH:6]=[CH:5][C:3]=1[NH2:4].C([N:12]1[CH2:16][CH2:15][NH:14][C:13]1=O)(=O)C>O=P(Cl)(Cl)Cl>[Cl:1][C:2]1[CH:8]=[CH:7][CH:6]=[CH:5][C:3]=1[NH:4][C:13]1[NH:14][CH2:15][CH2:16][N:12]=1. Procedure: 12.75 g of o-chloroaniline and 14.09 g of 1-acetylimidazolidin-2-one in 144 ml of POCl3 are stirred for 71 hours at 60°C. The mixture is worked up as described in Example 19 and 15.45 g, that is to say 65.3%, of the acetyl derivative of 2-(2'-chlorophenylamino)-2-imidazoline are obtained as a crystalline product, which, for analysis, is recrystallised from i-propanol and toluene. Melting point: 142°-143°C The reactants are COc1cc(C(O)c2cnc3ccccc3c2)ccc1OCc1ccccc1, ClCCl, CCCCC. Yields the product COc1cc(C(=O)c2cnc3ccccc3c2)ccc1OCc1ccccc1. Reaction SMILES: [CH2:1]([c:2]1[cH:3][cH:4][cH:5][cH:6][cH:7]1)[O:8][c:9]1[c:10]([O:27][CH3:28])[cH:11][c:12]([CH:15]([OH:16])[c:17]2[cH:18][n:19][c:20]3[cH:21][cH:22][cH:23][cH:24][c:25]3[cH:26]2)[cH:13][cH:14]1.[CH2:34]([Cl:35])[Cl:36].[CH3:29][CH2:30][CH2:31][CH2:32][CH3:33]>>[CH2:1]([c:2]1[cH:3][cH:4][cH:5][cH:6][cH:7]1)[O:8][c:9]1[c:10]([O:27][CH3:28])[cH:11][c:12]([C:15](=[O:16])[c:17]2[cH:18][n:19][c:20]3[cH:21][cH:22][cH:23][cH:24][c:25]3[cH:26]2)[cH:13][cH:14]1. The reactants are NC1CCC(CC1)C(=O)N1CCC(CC1)O ((4-amino-cyclohexyl)-(4-hydroxy-piperidin-1-yl)-methanone), CCN(C(C)C)C(C)C (DIPEA), CN1CCCC1=O (NMP), CS(=O)(=O)CCCOC=1C=CC=C2C(=NNC12)C1=NC(=NC=C1)S(=O)C (7-(3-methanesulfonyl-propoxy)-3-(2-methanesulfinyl-pyrimidin-4-yl)-1H-indazole). Run in O (water). Run at time 1 hour. Product: OC1CCN(CC1)C(=O)C1CCC(CC1)NC1=NC=CC(=N1)C1=NNC2=C(C=CC=C12)OCCCS(=O)(=O)C ((4-hydroxy-piperidin-1-yl)-(4-{4-[7-(3-methanesulfonyl-propoxy)-1H-indazol-3-yl]-pyrimidin-2-ylamino}-cyclohexyl)-methanone). Reaction SMILES: [NH2:1][CH:2]1[CH2:7][CH2:6][CH:5]([C:8]([N:10]2[CH2:15][CH2:14][CH:13]([OH:16])[CH2:12][CH2:11]2)=[O:9])[CH2:4][CH2:3]1.CCN(C(C)C)C(C)C.CN1C(=O)CCC1.[CH3:33][S:34]([CH2:37][CH2:38][CH2:39][O:40][C:41]1[CH:42]=[CH:43][CH:44]=[C:45]2[C:49]=1[NH:48][N:47]=[C:46]2[C:50]1[CH:55]=[CH:54][N:53]=[C:52](S(C)=O)[N:51]=1)(=[O:36])=[O:35]>O>[OH:16][CH:13]1[CH2:14][CH2:15][N:10]([C:8]([CH:5]2[CH2:4][CH2:3][CH:2]([NH:1][C:52]3[N:51]=[C:50]([C:46]4[C:45]5[C:49](=[C:41]([O:40][CH2:39][CH2:38][CH2:37][S:34]([CH3:33])(=[O:35])=[O:36])[CH:42]=[CH:43][CH:44]=5)[NH:48][N:47]=4)[CH:55]=[CH:54][N:53]=3)[CH2:7][CH2:6]2)=[O:9])[CH2:11][CH2:12]1. Reported procedure: A mixture of (4-amino-cyclohexyl)-(4-hydroxy-piperidin-1-yl)-methanone (400 mg, 1.5 mmol), DIPEA (0.31 mL, 1.78 mmol) and NMP (1 mL) was stirred at RT for 1 h. Then, 7-(3-methanesulfonyl-propoxy)-3-(2-methanesulfinyl-pyrimidin-4-yl)-1H-indazole (200 mg, 0.5 mmol) was added to the mixture and stirred at 130° C. for 2.5 hours. The reaction mixture was then poured into water, and the precipitate was purified on a silica column using flash chromatography, eluting with hexane:EtOAc:MeOH 5:4.5:0.5 to ... Starting materials: O=C1Nc2ccccc2N(C(=O)CCl)c2ncccc21, C1CCN(CCCCC2CCNCC2)CC1. Product: O=C1Nc2ccccc2N(C(=O)CN2CCC(CCCCN3CCCCC3)CC2)c2ncccc21. RXN SMILES: [Cl:1][CH2:2][C:3](=[O:4])[N:5]1[c:6]2[c:7]([cH:17][cH:18][cH:19][n:20]2)[C:8](=[O:16])[NH:9][c:10]2[c:11]1[cH:12][cH:13][cH:14][cH:15]2.[N:21]1([CH2:27][CH2:28][CH2:29][CH2:30][CH:31]2[CH2:32][CH2:33][NH:34][CH2:35][CH2:36]2)[CH2:22][CH2:23][CH2:24][CH2:25][CH2:26]1>>[CH2:2]([C:3](=[O:4])[N:5]1[c:6]2[c:7]([cH:17][cH:18][cH:19][n:20]2)[C:8](=[O:16])[NH:9][c:10]2[c:11]1[cH:12][cH:13][cH:14][cH:15]2)[N:34]1[CH2:33][CH2:32][CH:31]([CH2:30][CH2:29][CH2:28][CH2:27][N:21]2[CH2:22][CH2:23][CH2:24][CH2:25][CH2:26]2)[CH2:36][CH2:35]1. Reactants: Cl.NC=1C=2C(NC3=C(N1)C=C(C=C3)Cl)=NN(C2)C (4-Amino-7-chloro-2,10-dihydro-2-methylpyrazolo[3,4-b][1,5]benzodiazepine hydrochloride), C([O-])([O-])=O.[K+].[K+] (potassium carbonate). Run in O (Water), C(C)O (ethanol), O (water). Yields the product ClC=1C=CC2=C(NC(C=3C(N2)=NN(C3)C)=O)C1 (7-Chloro-2,4,5,10-tetrahydro-2-methylpyrazolo[3,4-b][1,5]benzodiazepin-4-one). As a reaction SMILES: Cl.N[C:3]1[C:4]2[C:5](=[N:15][N:16]([CH3:18])[CH:17]=2)[NH:6][C:7]2[CH:13]=[CH:12][C:11]([Cl:14])=[CH:10][C:8]=2[N:9]=1.C(=O)([O-])[O-:20].[K+].[K+]>C(O)C.O>[Cl:14][C:11]1[CH:12]=[CH:13][C:7]2[NH:6][C:5]3=[N:15][N:16]([CH3:18])[CH:17]=[C:4]3[C:3](=[O:20])[NH:9][C:8]=2[CH:10]=1 |f:0.1,2.3.4|. Procedure: 4-Amino-7-chloro-2,10-dihydro-2-methylpyrazolo[3,4-b][1,5]benzodiazepine hydrochloride (11.3 g) and potassium carbonate (16.8 g) were heated under reflux in a mixture of ethanol (200 ml) and water (20 ml) for 48 hours. Water (300 ml) was added and the solution cooled. The precipitate was crystallised from acetic acid to give the title compound m.p. >260° C. Starting materials: [N+](=O)([O-])C=1C=C(C=CC1)S(=O)(=O)[O-].[Na+] (sodium m-nitrobenzenesulfonate), [Cl-].[Cl-].C(C1=CC=CC=C1)(=O)OCC[N+](CC1=CC=C(C=C1)C[N+](C)(C)CCOC(C1=CC=CC=C1)=O)(C)C (N,N'-bis(2-benzoyloxyethyl)-N,N,N',N'-tetramethyl-p-xylylenebisammonium dichloride). Solvent: O (water), O (water). Product: [N+](=O)([O-])C=1C=C(C=CC1)S(=O)(=O)[O-].[N+](=O)([O-])C=1C=C(C=CC1)S(=O)(=O)[O-].C(C1=CC=CC=C1)(=O)OCC[N+](CC1=CC=C(C=C1)C[N+](C)(C)CCOC(C1=CC=CC=C1)=O)(C)C (N,N'-Bis(2-benzoyloxyethyl)-N,N,N',N'-tetramethyl-p-xylylenebisammonium Bis(M-nitrobenzenesulfonate)). RXN SMILES: [N+:1]([C:4]1[CH:5]=[C:6]([S:10]([O-:13])(=[O:12])=[O:11])[CH:7]=[CH:8][CH:9]=1)([O-:3])=[O:2].[Na+].[Cl-].[Cl-].[C:17]([O:25][CH2:26][CH2:27][N+:28]([CH3:52])([CH3:51])[CH2:29][C:30]1[CH:35]=[CH:34][C:33]([CH2:36][N+:37]([CH2:40][CH2:41][O:42][C:43](=[O:50])[C:44]2[CH:49]=[CH:48][CH:47]=[CH:46][CH:45]=2)([CH3:39])[CH3:38])=[CH:32][CH:31]=1)(=[O:24])[C:18]1[CH:23]=[CH:22][CH:21]=[CH:20][CH:19]=1>O>[N+:1]([C:4]1[CH:5]=[C:6]([S:10]([O-:13])(=[O:11])=[O:12])[CH:7]=[CH:8][CH:9]=1)([O-:3])=[O:2].[N+:1]([C:4]1[CH:5]=[C:6]([S:10]([O-:13])(=[O:11])=[O:12])[CH:7]=[CH:8][CH:9]=1)([O-:3])=[O:2].[C:17]([O:25][CH2:26][CH2:27][N+:28]([CH3:52])([CH3:51])[CH2:29][C:30]1[CH:31]=[CH:32][C:33]([CH2:36][N+:37]([CH2:40][CH2:41][O:42][C:43](=[O:50])[C:44]2[CH:45]=[CH:46][CH:47]=[CH:48][CH:49]=2)([CH3:38])[CH3:39])=[CH:34][CH:35]=1)(=[O:24])[C:18]1[CH:23]=[CH:22][CH:21]=[CH:20][CH:19]=1 |f:0.1,2.3.4,6.7.8|. Procedure details: A solution of 17.11 grams (0.076 mol) of sodium m-nitrobenzenesulfonate in 75 milliters of water was added to a solution of 21.34 grams (0.038 mol) N,N'-bis(2-benzoyloxyethyl)-N,N,N',N'-tetramethyl-p-xylylenebisammonium dichloride, prepared as described in Example 2, in 100 milliters of water. An oily precipitate formed which crystallized with stirring. the solid was collected, washed with water and recrystallized from 2-butanone. The yield of product was 21.7 rams (63.81% of theory); mp=180°-18... Starting materials: CC(=O)[O-].[Na+] (NaOAc), [Si](C)(C)(C(C)(C)C)O[C@H]1C[C@@H](O[C@@]1(CO)C=NO)N1C(=O)NC(=O)C(C)=C1 (3'-O-t-butyldimethylsilyl-4'-hydroxyiminomethylthymidine), Formula 13, ice, C(=O)(O)[O-].[Na+] (NaHCO3). Solvent: CC(=O)OC(=O)C (Ac2O). Conditions: temperature 80 celsius, time 72 hour. Product: [Si](C)(C)(C(C)(C)C)O[C@H]1C[C@@H](O[C@@]1(COC(C)=O)C#N)N1C(=O)NC(=O)C(C)=C1 (3'-O-t-butyldimethylsilyl-4'-cyano-5'-O-acetylthymidine). The yield is 4703.9%. Reaction SMILES: [Si:1]([O:8][C@@H:9]1[C@@:13]([CH:16]=[N:17]O)([CH2:14][OH:15])[O:12][C@@H:11]([N:19]2[CH:27]=[C:25]([CH3:26])[C:23](=[O:24])[NH:22][C:20]2=[O:21])[CH2:10]1)([C:4]([CH3:7])([CH3:6])[CH3:5])([CH3:3])[CH3:2].[CH3:28][C:29]([O-])=[O:30].[Na+].C([O-])(O)=O.[Na+]>CC(OC(C)=O)=O>[Si:1]([O:8][C@@H:9]1[C@@:13]([C:16]#[N:17])([CH2:14][O:15][C:29](=[O:30])[CH3:28])[O:12][C@@H:11]([N:19]2[CH:27]=[C:25]([CH3:26])[C:23](=[O:24])[NH:22][C:20]2=[O:21])[CH2:10]1)([C:4]([CH3:7])([CH3:6])[CH3:5])([CH3:3])[CH3:2] |f:1.2,3.4|. Procedure: A solution of 3'-O-t-butyldimethylsilyl-4'-hydroxyiminomethylthymidine (1.98 g, 4.95 mM) the compounds of Formula 13, prepared, e.g., as described in Preparation 9) with NaOAc (7 mg, 0.09 mM) in Ac2O (7 ml) was stirred at 80° C. for 72 hours, allow to cool and treated with 10 g of ice followed by sat. NaHCO3. The solution was extracted CH2Cl2 (3×100 ml), and the organic phases were combined and dried over Na2SO4. The solvent was removed by evaporation and the residue was purified by flash column... Reactants: BrC1=CN(C2=C1C=NC(=C2)N)C (3-bromo-1-methyl-1H-pyrrolo[3,2-c]pyridin-6-amine), C=C(C)C1=CC=C(C(=O)O)C=C1 (4-(prop-1-en-2-yl)benzoic acid), C(C(=O)Cl)(=O)Cl (oxalyl chloride), ClCCl (dichloromethane), ice water. The solvent is C1(=CC=CC=C1)C (toluene). Conditions: time 3 hour. The product is BrC1=CN(C2=C1C=NC(=C2)NC(C2=CC=C(C=C2)C(=C)C)=O)C (N-(3-bromo-1-methyl-1H-pyrrolo[3,2-c]pyridin-6-yl)-4-(prop-1-en-2-yl)benzamide). Yield: 66.0%. RXN SMILES: [CH2:1]=[C:2]([C:4]1[CH:12]=[CH:11][C:7]([C:8]([OH:10])=O)=[CH:6][CH:5]=1)[CH3:3].C(Cl)(=O)C(Cl)=O.ClCCl.[Br:22][C:23]1[C:27]2[CH:28]=[N:29][C:30]([NH2:32])=[CH:31][C:26]=2[N:25]([CH3:33])[CH:24]=1>C1(C)C=CC=CC=1>[Br:22][C:23]1[C:27]2[CH:28]=[N:29][C:30]([NH:32][C:8](=[O:10])[C:7]3[CH:6]=[CH:5][C:4]([C:2]([CH3:3])=[CH2:1])=[CH:12][CH:11]=3)=[CH:31][C:26]=2[N:25]([CH3:33])[CH:24]=1. Reported procedure: In a 50 ml round bottom flask, 4-(prop-1-en-2-yl)benzoic acid (580 mg, 3.6 mmol) was dissolved in 15 ml toluene, and 2.0 M oxalyl chloride in dichloromethane (3.6 ml, 7.2 mmol) was added slowly. Stirring continued for 3 hours, and then volatiles were evaporated from the reaction mixture. To the residue was added 5 ml toluene and the mixture was concentrated in vacuo to azeotropically remove residual water. The residue was then dissolved in DMA (12 ml) and 3-bromo-1-methyl-1H-pyrrolo[3,2-c]pyridi... Reactants: C(C=C)O (allyl alcohol), C1(=CC=CC=C1)P(C1=CC=CC=C1)C1=CC=CC=C1 (triphenyl phosphine), FC(C1=CC=C(C=C1)I)(P(OCC)(OCC)=O)F (diethyl difluoro(4-iodophenyl)methylphosphonate). Reagents/catalysts: C(C)(=O)[O-].[Ag+] (silver acetate), C(C)(=O)[O-].[Pd+2].C(C)(=O)[O-] (palladium acetate). Run in CN(C)C=O (DMF), O (water). The product is FC(C1=CC=C(C=C1)\C=C\CO)(P(OCC)(OCC)=O)F (diethyl difluoro{4-[(E)-3-hydroxy-1-propenyl]phenyl}methylphosphonate). Reaction SMILES: [F:1][C:2]([F:18])([P:10](=[O:17])([O:14][CH2:15][CH3:16])[O:11][CH2:12][CH3:13])[C:3]1[CH:8]=[CH:7][C:6](I)=[CH:5][CH:4]=1.[CH2:19]([OH:22])[CH:20]=[CH2:21].C1(P(C2C=CC=CC=2)C2C=CC=CC=2)C=CC=CC=1>CN(C=O)C.O.C([O-])(=O)C.[Ag+].C([O-])(=O)C.[Pd+2].C([O-])(=O)C>[F:1][C:2]([F:18])([P:10](=[O:17])([O:14][CH2:15][CH3:16])[O:11][CH2:12][CH3:13])[C:3]1[CH:8]=[CH:7][C:6](/[CH:21]=[CH:20]/[CH2:19][OH:22])=[CH:5][CH:4]=1 |f:5.6,7.8.9|. Procedure: To a solution of diethyl difluoro(4-iodophenyl)methylphosphonate T. R. Burke Tetrahedron Letters, 551,1994, (2.50 g, 6.91 mmol) in DMF (25 ml) was added allyl alcohol (1.3 ml), silver acetate (1.1 g), palladium acetate (0.075 g), and triphenyl phosphine (0.175 g). The reaction mixture was refluxed for 2 hours. After cooling to room temperature the reaction was diluted with water and extracted with ethyl acetate. The mixture was filtered through a pad of celite. The organic layer was separated an...